From a dataset of the Open Reaction Database (ORD), a public repository of structured organic reaction records. describe an organic reaction: reactants, conditions, products, and yield Starting materials: OC1=NC(=NC(=C1C)C)NC1=CC=C(C=C1)F (4-hydroxy-2-(4-fluorophenylamino)-5,6-dimethylpyrimidine), [OH-].[Na+] (sodium hydroxide), Cl (hydrochloric acid), P(Br)(Br)Br (phosphorus tribromide), ice water. The solvent is CN(C=O)C (N,N-dimethylformamide). Conditions: temperature 65 celsius, time 20 minute. Yields the product BrC1=NC(=NC(=C1C)C)NC1=CC=C(C=C1)F (4-bromo-2-(4-fluorophenylamino)-5,6-dimethylpyrimidine). Isolated yield 64.6%. RXN SMILES: O[C:2]1[C:7]([CH3:8])=[C:6]([CH3:9])[N:5]=[C:4]([NH:10][C:11]2[CH:16]=[CH:15][C:14]([F:17])=[CH:13][CH:12]=2)[N:3]=1.P(Br)(Br)[Br:19].[OH-].[Na+].Cl>CN(C)C=O>[Br:19][C:2]1[C:7]([CH3:8])=[C:6]([CH3:9])[N:5]=[C:4]([NH:10][C:11]2[CH:16]=[CH:15][C:14]([F:17])=[CH:13][CH:12]=2)[N:3]=1 |f:2.3|. Reported procedure: 5 g (21.44 mmole) of 2-(4-fluorophenylamino)-4-hydroxy-5,6-dimethylpyrimidine produced in Example 1 was suspended in 40 ml of N,N-dimethylformamide and the resulting suspension was warmed to 65° C. 8.1 g (30 mmole) of phosphorus tribromide was added dropwise thereto over 20 minutes and the resulting mixture was allowed to react at 75° C. for 30 minutes. The reaction solution was cooled to room temperature, poured onto 500 g of ice-water, adjusted to pH 11 with sodium hydroxide solution, stirred ... Starting materials: FC1(CCC(CC1)(O)CNC(=O)C=1C=2C=CC(=NC2C=CC1Cl)Cl)F (2,6-dichloro-quinoline-5-carboxylic acid (4,4-difluoro-1-hydroxycyclohexylmethyl)-amide), CCN(C(C)C)C(C)C (DIPEA), OC[C@@H]1CN(CC1)CC ((S)-3-hydroxymethyl-ethyl-pyrrolidine). Yields the product FC1(CCC(CC1)CNC(=O)C=1C=2C=CC(=NC2C=CC1Cl)N1[C@H](C(CC1)CO)CC)F (6-Chloro-2-((S)-3-hydroxymethyl-ethyl-pyrrolidin-1-yl)-quinoline-5-carboxylic acid (4,4-difluoro-cyclohexylmethyl)-amide). As a reaction SMILES: [F:1][C:2]1([F:25])[CH2:7][CH2:6][C:5]([CH2:9][NH:10][C:11]([C:13]2[C:14]3[CH:15]=[CH:16][C:17](Cl)=[N:18][C:19]=3[CH:20]=[CH:21][C:22]=2[Cl:23])=[O:12])(O)[CH2:4][CH2:3]1.[CH3:26][CH2:27]N(C(C)C)C(C)C.[OH:35][CH2:36][C@H:37]1[CH2:41][CH2:40][N:39](CC)[CH2:38]1>>[F:1][C:2]1([F:25])[CH2:7][CH2:6][CH:5]([CH2:9][NH:10][C:11]([C:13]2[C:14]3[CH:15]=[CH:16][C:17]([N:39]4[CH2:40][CH2:41][CH:37]([CH2:36][OH:35])[C@@H:38]4[CH2:26][CH3:27])=[N:18][C:19]=3[CH:20]=[CH:21][C:22]=2[Cl:23])=[O:12])[CH2:4][CH2:3]1. Reported procedure: The title compound was synthesized according to the procedure described in example 1 using 2,6-dichloro-quinoline-5-carboxylic acid (4,4-difluoro-1-hydroxycyclohexylmethyl)-amide, DIPEA and (S)-3-hydroxymethyl-ethyl-pyrrolidine. 1H NMR (400 MHz, DMSO-d6) δ ppm 7.75 (1H), 7.48 (2H), 6.69 (1H), 4.72 (1H), 3.66 (m, 2H), 3.49 (m, 2H), 3.32 (m, 2H), 2.44 (m, 2H), 2.06 (m, 2H), 1.85 (m, 2H), 1.74-1.76 (m, 5H), 1.27-1.30 (m, 2H). m/z: 466 [M+H] Reactants: BrCCCCCOC1=C(C2=C(C(CCO2)=O)C=C1)CCC (7-[(5-bromopentyl)oxy]-2,3-dihydro-8-propyl-4H-1-benzopyran-4-one), C(C)OC(CCC1=C(C=CC(=C1)C(=O)C1=CC(=CC=C1)C(=O)OCC)O)=O (5-[[3-(ethoxycarbonyl)phenyl]carbonyl]-2-hydroxybenzenepropanoic acid ethyl ester). Run in CCCCCC.C(C)(=O)OCC (hexane ethyl acetate). Yields the product C(=O)(O)C=1C=C(C=CC1)C(=O)C=1C=CC(=C(C1)CCC(=O)O)OCCCCCOC1=C(C2=C(C(CCO2)=O)C=C1)CCC (5-[(3-carboxyphenyl)carbonyl]-2-[5-[(3,4-dihydro-4-oxo-8-propyl-2H-1-benzopyran-7-yl)oxy]pentyloxy]benzenepropanoic acid). The yield is 36.0%. Reaction SMILES: Br[CH2:2][CH2:3][CH2:4][CH2:5][CH2:6][O:7][C:8]1[CH:18]=[CH:17][C:11]2[C:12](=[O:16])[CH2:13][CH2:14][O:15][C:10]=2[C:9]=1[CH2:19][CH2:20][CH3:21].C([O:24][C:25](=[O:48])[CH2:26][CH2:27][C:28]1[CH:33]=[C:32]([C:34]([C:36]2[CH:41]=[CH:40][CH:39]=[C:38]([C:42]([O:44]CC)=[O:43])[CH:37]=2)=[O:35])[CH:31]=[CH:30][C:29]=1[OH:47])C>CCCCCC.C(OCC)(=O)C>[C:42]([C:38]1[CH:37]=[C:36]([C:34]([C:32]2[CH:31]=[CH:30][C:29]([O:47][CH2:2][CH2:3][CH2:4][CH2:5][CH2:6][O:7][C:8]3[CH:18]=[CH:17][C:11]4[C:12](=[O:16])[CH2:13][CH2:14][O:15][C:10]=4[C:9]=3[CH2:19][CH2:20][CH3:21])=[C:28]([CH2:27][CH2:26][C:25]([OH:48])=[O:24])[CH:33]=2)=[O:35])[CH:41]=[CH:40][CH:39]=1)([OH:44])=[O:43] |f:2.3|. Procedure: Starting with 0.275 g (0.78 mmol) of 7-[(5-bromopentyl)oxy]-2,3-dihydro-8-propyl-4H-1-benzopyran-4-one, and 0.286 g (0.77 mmol) of 5-[[3-(ethoxycarbonyl)phenyl]carbonyl]-2-hydroxybenzenepropanoic acid ethyl ester, 5-[(3-carboxyphenyl)carbonyl]-2-[5-[(3,4-dihydro-4-oxo-8-propyl-2H-1-benzopyran-7-yl)oxy]pentyloxy]benzenepropanoic acid (0.163 g; 52% overall yield) was obtained, as a white solid, mp 122°-128° C. (recrystallized from hexane-ethyl acetate), using the procedure of example 19. The reactants are Cl.N1=C(C=CC=C1)C1CN2C(S1)=NCC2 (2-(2-Pyridyl)-2,3,5,6-tetrahydroimidazo[2,1-b]thiazole hydrochloride), C([O-])([O-])=O.[K+].[K+] (potassium carbonate). Solvent: O (water). Yields the product N1=C(C=CC=C1)C1CN2C(S1)=NCC2 (2-(2-Pyridyl)-2,3,5,6-tetrahydroimidazo[2,1-b]thiazole). RXN SMILES: Cl.[N:2]1[CH:7]=[CH:6][CH:5]=[CH:4][C:3]=1[CH:8]1[S:12][C:11]2=[N:13][CH2:14][CH2:15][N:10]2[CH2:9]1.C(=O)([O-])[O-].[K+].[K+]>O>[N:2]1[CH:7]=[CH:6][CH:5]=[CH:4][C:3]=1[CH:8]1[S:12][C:11]2=[N:13][CH2:14][CH2:15][N:10]2[CH2:9]1 |f:0.1,2.3.4|. Reported procedure: The hydrochloride is dissolved in water (12 cc.) and anhydrous potassium carbonate (3.9 g.) is added. The mixture is extracted with ethyl acetate (40 cc.) and the extracts are dried over anhydrous potassium carbonate. After filtration, the solvent is evaporated under reduced pressure (300 mm.Hg) and an oil (4 g.) is obtained which crystallises after treatment with cyclohexane (700 cc.). 2-(2-Pyridyl)-2,3,5,6-tetrahydroimidazo[2,1-b]thiazole (3.1 g.), melting at 70° C., is thus obtained. Reactants: FC1=CC=C(C=C1)N1CCNCC1 (1-(4-fluorophenyl)-piperazine), CN1C(OC2=C1C=CC(=C2)CCBr)=O (3-methyl-6-(2-bromoethyl)-benzoxazolinone). Run in O1CCOCC1 (dioxane). Yields the product CN1C(OC2=C1C=CC(=C2)CCN2CCN(CC2)C2=CC=C(C=C2)F)=O (3-Methyl-6-(-[4-(4-fluorophenyl)-piperazin-1-yl]-ethyl)-benzoxazolinone). Yield: 64.7%. RXN SMILES: [F:1][C:2]1[CH:7]=[CH:6][C:5]([N:8]2[CH2:13][CH2:12][NH:11][CH2:10][CH2:9]2)=[CH:4][CH:3]=1.[CH3:14][N:15]1[C:19]2[CH:20]=[CH:21][C:22]([CH2:24][CH2:25]Br)=[CH:23][C:18]=2[O:17][C:16]1=[O:27]>O1CCOCC1>[CH3:14][N:15]1[C:19]2[CH:20]=[CH:21][C:22]([CH2:24][CH2:25][N:11]3[CH2:12][CH2:13][N:8]([C:5]4[CH:4]=[CH:3][C:2]([F:1])=[CH:7][CH:6]=4)[CH2:9][CH2:10]3)=[CH:23][C:18]=2[O:17][C:16]1=[O:27]. Reported procedure: 0.025 mol (4.5 g) of 1-(4-fluorophenyl)-piperazine and 0.02 mol (5.12 g) of 3-methyl-6-(2-bromoethyl)-benzoxazolinone, dissolved beforehand in 50 cm3 of dioxane, were introduced into a 100 cm3 flask with a ground glass neck, fitted with a reflux condenser, and the mixture was then heated under reflux for 72 hours, with stirring. After cooling, filtration and drying, 100 cm3 of a 3% strength aqueous solution of sodium hydroxide were added to the precipitate obtained, and the mixture was stirred f... Reactants: C(C)(C)(C)OC(=O)N1[C@@H](C[C@H](C1)O[Si](C)(C)C(C)(C)C)COS(=O)(=O)C ((2S,4R)-N-t-butoxycarbonyl-4-t-butyldimethylsiloxy-2-(mesyloxymethyl)pyrrolidine), O (water), [H-].[Na+] (Sodium hydride), C1(=CC=CC=C1)O (phenol). Run in CN(C=O)C (N,N-dimethylformamide), C(C)(=O)OCC (ethyl acetate), CN(C=O)C (N,N-dimethylformamide). Run at time 30 minute. Yields the product C(C)(C)(C)OC(=O)N1[C@@H](C[C@H](C1)O[Si](C)(C)C(C)(C)C)COC1=CC=CC=C1 ((2S,4R)-N-t-butoxycarbonyl-4-t-butyldimethylsiloxy-2-(phenoxymethyl)pyrrolidine). Isolated yield 60.4%. RXN SMILES: [H-].[Na+].[C:3]1([OH:9])[CH:8]=[CH:7][CH:6]=[CH:5][CH:4]=1.[C:10]([O:14][C:15]([N:17]1[CH2:21][C@H:20]([O:22][Si:23]([C:26]([CH3:29])([CH3:28])[CH3:27])([CH3:25])[CH3:24])[CH2:19][C@H:18]1[CH2:30]OS(C)(=O)=O)=[O:16])([CH3:13])([CH3:12])[CH3:11].O>CN(C)C=O.C(OCC)(=O)C>[C:10]([O:14][C:15]([N:17]1[CH2:21][C@H:20]([O:22][Si:23]([C:26]([CH3:29])([CH3:28])[CH3:27])([CH3:24])[CH3:25])[CH2:19][C@H:18]1[CH2:30][O:9][C:3]1[CH:8]=[CH:7][CH:6]=[CH:5][CH:4]=1)=[O:16])([CH3:13])([CH3:12])[CH3:11] |f:0.1|. Procedure details: Sodium hydride (60% dispersion in mineral oil, 300 mg, 7.50 mmol) was added to a solution of phenol (710 mg, 7.54 mmol) in N,N-dimethylformamide (10 ml). The resulting reaction solution was stirred at room temperature for 30 minutes and then a solution of (2S,4R)-N-t-butoxycarbonyl-4-t-butyldimethylsiloxy-2-(mesyloxymethyl)pyrrolidine (2.05 g, 5.00 mmol) in N,N-dimethylformamide (5 ml) was added thereto. The resulting liquid mixture was stirred at 70° C. overnight. The reaction solution was pour... The yield is 87.5%. Product: COC1=CC=C(CS(=O)(=O)C=2C(OC3=CC=CC=C3C2)=O)C=C1 (3-(4-Methoxybenzylsulfonyl)-2H-chromen-2-one). Reaction SMILES: [CH:1](=O)[C:2]1[C:3](=[CH:5][CH:6]=[CH:7][CH:8]=1)[OH:4].[CH3:10][O:11][C:12]1[CH:25]=[CH:24][C:15]([CH2:16][S:17]([CH2:20][C:21](O)=[O:22])(=[O:19])=[O:18])=[CH:14][CH:13]=1>C(O)(=O)C>[CH3:10][O:11][C:12]1[CH:13]=[CH:14][C:15]([CH2:16][S:17]([C:20]2[C:21](=[O:22])[O:4][C:3]3[C:2]([CH:1]=2)=[CH:8][CH:7]=[CH:6][CH:5]=3)(=[O:18])=[O:19])=[CH:24][CH:25]=1. Procedure: A solution of salicylaldehyde (1 mmol) and 2-(4-methoxybenzylsulfonyl)acetic acid (1 mmol) in acetic acid (10 mL) was subjected to the General Procedure 2, Method A to generate an 87.5% yield of the title compound; m.p. 194-195° C. The solvent is C(C)(=O)O (acetic acid). Reactants: C(C=1C(O)=CC=CC1)=O (salicylaldehyde), COC1=CC=C(CS(=O)(=O)CC(=O)O)C=C1 (2-(4-methoxybenzylsulfonyl)acetic acid). Starting materials: ClC=1C(=CC2=C(N(C(N2)=O)C2CCN(CC2)C(=O)OC(C)(C)C)C1)C (1,1-Dimethylethyl 4-(6-chloro-5-methyl-2-oxo-2,3-dihydro-1H-benzimidazol-1-yl)-1-piperidinecarboxylate), Cl (HCl). Reaction conditions: time 5 hour. The product is Cl.ClC=1C(=CC2=C(N(C(N2)=O)C2CCNCC2)C1)C (6-Chloro-5-methyl-1-(4-piperidinyl)-1,3-dihydro-2H-benzimidazol-2-one hydrochloride), Cl (mono hydrochloride). As a reaction SMILES: [Cl:1][C:2]1[C:3]([CH3:25])=[CH:4][C:5]2[NH:9][C:8](=[O:10])[N:7]([CH:11]3[CH2:16][CH2:15][N:14](C(OC(C)(C)C)=O)[CH2:13][CH2:12]3)[C:6]=2[CH:24]=1.[ClH:26]>>[ClH:1].[Cl:1][C:2]1[C:3]([CH3:25])=[CH:4][C:5]2[NH:9][C:8](=[O:10])[N:7]([CH:11]3[CH2:12][CH2:13][NH:14][CH2:15][CH2:16]3)[C:6]=2[CH:24]=1.[ClH:26] |f:2.3|. Procedure details: 1,1-Dimethylethyl 4-(6-chloro-5-methyl-2-oxo-2,3-dihydro-1H-benzimidazol-1-yl)-1-piperidinecarboxylate (D8) (0.270 mmol, 100 mg) was treated with 8 ml of HCl (4M solution in 1,4-dioxane) at room temperature; the mixture was stirred at room temperature for 5 hours. Solvent was evaporated to afford the title compound, mono hydrochloride salt, 60 mg, 90%, M++H=266.